From a dataset of the Open Reaction Database (ORD), a public repository of structured organic reaction records. describe an organic reaction: reactants, conditions, products, and yield Reactants: ClC1=NC=C(C(=O)Cl)C=C1 (6-chloro-nicotinic acid chloride), CN (methylamine). Run in O1CCOCC1 (dioxane), C1(=CC=CC=C1)C (toluene). Reaction conditions: time 3 hour. The product is CNC(C1=CN=C(C=C1)Cl)=O (6-chloro-nicotinic acid N-methylamide). Reaction SMILES: [Cl:1][C:2]1[CH:10]=[CH:9][C:5]([C:6](Cl)=[O:7])=[CH:4][N:3]=1.[CH3:11][NH2:12]>O1CCOCC1.C1(C)C=CC=CC=1>[CH3:11][NH:12][C:6](=[O:7])[C:5]1[CH:9]=[CH:10][C:2]([Cl:1])=[N:3][CH:4]=1. Procedure: 26.2 of crude 6-chloro-nicotinic acid chloride are introduced in portions into a solution of 25 ml of anhydrous methylamine in a mixture of 150 ml of dioxane and 50 ml of toluene whilst cooling at 0° C. to -5° C., and the mixture is then stirred for 3 hours longer, without further cooling. The reaction mixture is evaporated in vacuo, the residue is stirred with 100 ml of water and the undissolved material is filtered off and dried, giving crude 6-chloro-nicotinic acid N-methylamide of melting po... Starting materials: COC(=O)[C@@]12NC([C@@H]3C[C@@H](CCN3C(N(CCCC\C=C/[C@@H]2C1)C)=O)OC1=CC(=NC2=C(C(=CC=C12)OC)C)C=1SC=C(N1)C#C)=O ((Z)-(1S,4R,6S,18R)-18-[2-(4-ethynyl-thiazol-2-yl)-7-methoxy-8-methyl-quinolin-4-yloxy]-13-methyl-2,14-dioxo-3,13,15-triaza-tricyclo[13.4.0.0*4,6*]nonadec-7-ene-4-carboxylic acid methyl ester), [Li+].[OH-] (LiOH), Cl (HCl). The solvent is O1CCCC1 (tetrahydrofuran), O (water). Conditions: time 8 hour. The product is C(#C)C=1N=C(SC1)C1=NC2=C(C(=CC=C2C(=C1)O[C@@H]1CCN2C(N(CCCC\C=C/[C@@H]3C[C@]3(NC([C@@H]2C1)=O)C(=O)O)C)=O)OC)C ((Z)-(1S,4R,6S,18R)-18-[2-(4-ethynyl-thiazol-2-yl)-7-methoxy-8-methyl-quinolin-4-yloxy]-13-methyl-2,14-dioxo-3,13,15-triaza-tricyclo[13.4.0.0*4,6*]nonadec-7-ene-4-carboxylic acid). The yield is 46.0%. As a reaction SMILES: C[O:2][C:3]([C@@:5]12[CH2:23][C@H:22]1[CH:21]=[CH:20][CH2:19][CH2:18][CH2:17][CH2:16][N:15]([CH3:24])[C:14](=[O:25])[N:13]1[C@@H:8]([CH2:9][C@H:10]([O:26][C:27]3[C:36]4[C:31](=[C:32]([CH3:39])[C:33]([O:37][CH3:38])=[CH:34][CH:35]=4)[N:30]=[C:29]([C:40]4[S:41][CH:42]=[C:43]([C:45]#[CH:46])[N:44]=4)[CH:28]=3)[CH2:11][CH2:12]1)[C:7](=[O:47])[NH:6]2)=[O:4].[Li+].[OH-].Cl>O1CCCC1.O>[C:45]([C:43]1[N:44]=[C:40]([C:29]2[CH:28]=[C:27]([O:26][C@H:10]3[CH2:9][C@@H:8]4[N:13]([C:14](=[O:25])[N:15]([CH3:24])[CH2:16][CH2:17][CH2:18][CH2:19][CH:20]=[CH:21][C@H:22]5[C@:5]([C:3]([OH:4])=[O:2])([NH:6][C:7]4=[O:47])[CH2:23]5)[CH2:12][CH2:11]3)[C:36]3[C:31](=[C:32]([CH3:39])[C:33]([O:37][CH3:38])=[CH:34][CH:35]=3)[N:30]=2)[S:41][CH:42]=1)#[CH:46] |f:1.2|. Reported procedure: A mixture of compound 37 (0.11 g, 1 eq.) and LiOH (0.022 g, 5 eq.) in a mixture of tetrahydrofuran (5 mL) and water (5 mL) was stirred at room temperature overnight. HCl (1N) was added and the mixture was extracted with dichloromethane. Dried organics were evaporated in vacuo. The crude residue was purified by chromatography on silica gel to give compound 38 in 46% yield. MS (ESI, EI+) m/z=644 (MH+).